The task is: describe an organic reaction: reactants, conditions, products, and yield. This data is from the Open Reaction Database (ORD), a public repository of structured organic reaction records. The reactants are C(C)(=O)O[BH-](OC(C)=O)OC(C)=O.[Na+] (Sodium triacetoxyborohydride), NC1=NC(=CC=C1N)OC (2,3-diamino-6-methoxypyridine), C(C)(C)(C)OC(=O)N1CCC(CC1)=O (N-(t-butoxycarbonyl)-4-piperidone). The solvent is ClC(C)Cl (dichloroethane). Conditions: time 8 hour. The product is NC1=NC(=CC=C1NC1CCN(CC1)C(=O)OC(C)(C)C)OC (2-Amino-3-[(1-t-butoxycarbonylpiperidin-4-yl)amino)-6-methoxypyridine). Reaction SMILES: C(O[BH-](OC(=O)C)OC(=O)C)(=O)C.[Na+].[NH2:15][C:16]1[C:21]([NH2:22])=[CH:20][CH:19]=[C:18]([O:23][CH3:24])[N:17]=1.[C:25]([O:29][C:30]([N:32]1[CH2:37][CH2:36][C:35](=O)[CH2:34][CH2:33]1)=[O:31])([CH3:28])([CH3:27])[CH3:26]>ClC(Cl)C>[NH2:15][C:16]1[C:21]([NH:22][CH:35]2[CH2:36][CH2:37][N:32]([C:30]([O:29][C:25]([CH3:28])([CH3:27])[CH3:26])=[O:31])[CH2:33][CH2:34]2)=[CH:20][CH:19]=[C:18]([O:23][CH3:24])[N:17]=1 |f:0.1|. Reported procedure: Sodium triacetoxyborohydride (3.39 g, 16.0 mmol) was added to a solution of 2,3-diamino-6-methoxypyridine (2.23 g, 16.0 mmol) and N-(t-butoxycarbonyl)-4-piperidone (7.66 g, 38.4 mmol) in dichloroethane (50 mL) at room temperature. The reaction was quenched with water (50 mL) and stirred overnight, then extracted with chloroform and washed with 5% aqueous sodium hydroxide, water and saturated sodium chloride solution. After drying over sodium sulfate, the solution was filtered and evaporated to g... Starting materials: CC(=O)OCC(=C(C(=O)O)c1ccccc1)c1ccc(S(C)(=O)=O)cc1, CCN=C=NCCCN(C)C, CC(=O)OC(C)=O, CN(C)c1ccncc1, ClCCl, O=[N+]([O-])OCC(CCCCO)O[N+](=O)[O-]. The product is CC(=O)OCC(=C(C(=O)OCCCCC(CO[N+](=O)[O-])O[N+](=O)[O-])c1ccccc1)c1ccc(S(C)(=O)=O)cc1. RXN SMILES: [C:1]([CH3:2])(=[O:3])[O:4][CH2:5][C:6](=[C:7]([C:8](=[O:9])[OH:10])[c:11]1[cH:12][cH:13][cH:14][cH:15][cH:16]1)[c:17]1[cH:18][cH:19][c:20]([S:23](=[O:24])(=[O:25])[CH3:26])[cH:21][cH:22]1.[CH3:42][CH2:43][N:44]=[C:45]=[N:46][CH2:47][CH2:48][CH2:49][N:50]([CH3:51])[CH3:52].[CH3:53][C:54]([O:55][C:56](=[O:57])[CH3:58])=[O:59].[CH3:60][N:61]([c:62]1[cH:63][cH:64][n:65][cH:66][cH:67]1)[CH3:68].[Cl:69][CH2:70][Cl:71].[N+:27](=[O:28])([O:29][CH2:30][CH:31]([CH2:32][CH2:33][CH2:34][CH2:35][OH:36])[O:37][N+:38](=[O:39])[O-:40])[O-:41]>>[C:1]([CH3:2])(=[O:3])[O:4][CH2:5][C:6](=[C:7]([C:8](=[O:9])[O:10][CH2:35][CH2:34][CH2:33][CH2:32][CH:31]([CH2:30][O:29][N+:27](=[O:28])[O-:41])[O:37][N+:38](=[O:39])[O-:40])[c:11]1[cH:12][cH:13][cH:14][cH:15][cH:16]1)[c:17]1[cH:18][cH:19][c:20]([S:23](=[O:24])(=[O:25])[CH3:26])[cH:21][cH:22]1. The reactants are CCC(C)=O, COc1cc2c(c(OC)c1)C(C)NC(C)C2, CCOCC, ClCc1ccccc1, [K+], [K+], O=C([O-])[O-], O. Product: COc1cc2c(c(OC)c1)C(C)N(Cc1ccccc1)C(C)C2. RXN SMILES: [CH2:32]([C:33]([CH3:34])=[O:35])[CH3:36].[CH3:1][O:2][c:3]1[cH:4][c:5]2[c:10]([c:11]([O:13][CH3:14])[cH:12]1)[CH:9]([CH3:15])[NH:8][CH:7]([CH3:16])[CH2:6]2.[CH3:37][CH2:38][O:39][CH2:40][CH3:41].[Cl:17][CH2:18][c:19]1[cH:20][cH:21][cH:22][cH:23][cH:24]1.[K+:25].[K+:26].[O-:27][C:28]([O-:29])=[O:30].[OH2:31]>>[CH3:1][O:2][c:3]1[cH:4][c:5]2[c:10]([c:11]([O:13][CH3:14])[cH:12]1)[CH:9]([CH3:15])[N:8]([CH2:18][c:19]1[cH:20][cH:21][cH:22][cH:23][cH:24]1)[CH:7]([CH3:16])[CH2:6]2. Starting materials: C(C1=CC=CC=C1)N1C[C@H]([C@@H](C1)C)C=1NC(C2=C(N1)N(N=C2)C2CCOCC2)=O (6-[(3S,4S)-1-benzyl-4-methylpyrrolidin-3-yl]-1-(tetrahydro-2H-pyran-4-yl)-1,5-dihydro-4H-pyrazolo[3,4-d]pyrimidin-4-one), Cl (hydrochloric acid). Reagents/catalysts: [OH-].[Pd+2].[OH-] (Palladium hydroxide). The solvent is CO (methanol). Reaction conditions: time 18 hour. Product: C[C@H]1[C@@H](CNC1)C=1NC(C2=C(N1)N(N=C2)C2CCOCC2)=O (6-[(3S,4S)-4-methylpyrrolidin-3-yl]-1-(tetrahydro-2H-pyran-4-yl)-1H-pyrazolo[3,4-d]pyrimidin-4(5H)-one). Isolated yield 103.5%. RXN SMILES: C([N:8]1[CH2:12][C@@H:11]([CH3:13])[C@H:10]([C:14]2[NH:15][C:16](=[O:29])[C:17]3[CH:22]=[N:21][N:20]([CH:23]4[CH2:28][CH2:27][O:26][CH2:25][CH2:24]4)[C:18]=3[N:19]=2)[CH2:9]1)C1C=CC=CC=1.Cl>CO.[OH-].[Pd+2].[OH-]>[CH3:13][C@@H:11]1[CH2:12][NH:8][CH2:9][C@H:10]1[C:14]1[NH:15][C:16](=[O:29])[C:17]2[CH:22]=[N:21][N:20]([CH:23]3[CH2:28][CH2:27][O:26][CH2:25][CH2:24]3)[C:18]=2[N:19]=1 |f:3.4.5|. Procedure details: 6-[(3S,4S)-1-benzyl-4-methylpyrrolidin-3-yl]-1-(tetrahydro-2H-pyran-4-yl)-1,5-dihydro-4H-pyrazolo[3,4-d]pyrimidin-4-one (5.6 g) was dissolved in 100 mL of methanol and added to a Parr bottle. Palladium hydroxide (3.76 g) was added along with 3.56 mL of concentrated hydrochloric acid. The reaction mixture was placed on a hydrogenator under 40 psi of H2 for 18 h. The reaction mixture was filtered through Celite and concentrated to provide 4.47 g of the title compound as the hydrogen chloride salt.... Starting materials: C(C)OC(=O)C1=CC=C(C=C1)B(O)O (4-(ethoxycarbonyl)phenylboronic acid), COC(=O)C1=CC=C(C=C1)B(O)O (4-(methoxycarbonyl)phenylboronic acid), C(C)(C)(C)OC(=O)N/C=1/C\C(=C/C2=C(\N1)C=C(C=C2)C2=CC=C(C(=O)OCC)C=C2)\C(N(CCC)CCCO[Si](C)(C)C(C)(C)C)=O (Ethyl 4-((1E,4E)-2-(tert-butoxycarbonylamino)-4-((3-(tert-butyldimethylsilyloxy)propyl)(propyl)carbamoyl)-3H-benzo[b]azepin-8-yl)benzoate), C(C)OC(=O)C1=CC=C(C=C1)B(O)O (4-(ethoxycarbonyl)phenylboronic acid), NC=1CC(=CC2=C(N1)C=C(C=C2)Br)C(=O)N(CCC)CCC (2-amino-8-bromo-N,N-dipropyl-3H-benzo[b]azepine-4-carboxamide), N/C=1/C\C(=C/C2=C(\N1)C=C(C=C2)Br)\C(=O)N(CCC)CCC ((1E,4E)-2-amino-8-bromo-N,N-dipropyl-3H-benzo[b]azepine-4-carboxamide), COC(=O)C1=CC=C(C=C1)B(O)O (4-(methoxycarbonyl)phenylboronic acid), C([O-])([O-])=O.[K+].[K+] (potassium carbonate). The reagents and catalysts are C=1C=CC(=CC1)[P](C=2C=CC=CC2)(C=3C=CC=CC3)[Pd]([P](C=4C=CC=CC4)(C=5C=CC=CC5)C=6C=CC=CC6)([P](C=7C=CC=CC7)(C=8C=CC=CC8)C=9C=CC=CC9)[P](C=1C=CC=CC1)(C=1C=CC=CC1)C=1C=CC=CC1 (tetrakis(triphenylphosphine)palladium(0)). Solvent: C(=O)(C(F)(F)F)O (TFA), CCOC(=O)C (EtOAc), ClCCl (dichloromethane), C(C)#N (acetonitrile). Run at temperature 100 celsius, time 1 hour. Product: N/C=1/C\C(=C/C2=C(\N1)C=C(C=C2)C2=CC=C(C=C2)CCC(=O)OCC(C)C)\C(N(CCC)CCCO)=O (Isobutyl 3-(4-((1E,4E)-2-amino-4-((3-hydroxypropyl)(propyl)carbamoyl)-3H-benzo[b]azepin-8-yl)phenyl)propanoate), C(C)(C)(C)OC(=O)N/C=1/C\C(=C/C2=C(\N1)C=C(C=C2)C2=CC=C(C(=O)OCC)C=C2)\C(N(CCC)CCCO[Si](C)(C)C(C)(C)C)=O (Ethyl 4-((1E,4E)-2-(tert-butoxycarbonylamino)-4-((3-(tert-butyldimethylsilyloxy)propyl)(propyl)carbamoyl)-3H-benzo[b]azepin-8-yl)benzoate). Yield: 44.0%. As a reaction SMILES: C([O:3][C:4]([C:6]1C=CC(B(O)O)=C[CH:7]=1)=O)C.NC1[CH2:17][C:18]([C:28](N(CCC)CCC)=[O:29])=[CH:19]C2C=CC(Br)=CC=2N=1.COC(C1C=CC(B(O)O)=CC=1)=O.C(=O)([O-])[O-].[K+].[K+].[C:56]([O:60][C:61]([NH:63][C:64]1[CH2:65][C:66]([C:86](=[O:102])[N:87]([CH2:91][CH2:92][CH2:93][O:94][Si:95]([C:98]([CH3:101])([CH3:100])[CH3:99])([CH3:97])[CH3:96])[CH2:88][CH2:89][CH3:90])=[CH:67][C:68]2[CH:74]=[CH:73][C:72]([C:75]3[CH:85]=[CH:84][C:78]([C:79]([O:81][CH2:82][CH3:83])=[O:80])=[CH:77][CH:76]=3)=[CH:71][C:69]=2[N:70]=1)=[O:62])([CH3:59])([CH3:58])[CH3:57]>C(#N)C.CCOC(C)=O.ClCCl.C(O)(C(F)(F)F)=O.C1C=CC([P]([Pd]([P](C2C=CC=CC=2)(C2C=CC=CC=2)C2C=CC=CC=2)([P](C2C=CC=CC=2)(C2C=CC=CC=2)C2C=CC=CC=2)[P](C2C=CC=CC=2)(C2C=CC=CC=2)C2C=CC=CC=2)(C2C=CC=CC=2)C2C=CC=CC=2)=CC=1>[NH2:63][C:64]1[CH2:65][C:66]([C:86](=[O:102])[N:87]([CH2:91][CH2:92][CH2:93][OH:94])[CH2:88][CH2:89][CH3:90])=[CH:67][C:68]2[CH:74]=[CH:73][C:72]([C:75]3[CH:76]=[CH:77][C:78]([CH2:7][CH2:6][C:4]([O:29][CH2:28][CH:18]([CH3:17])[CH3:19])=[O:3])=[CH:84][CH:85]=3)=[CH:71][C:69]=2[N:70]=1.[C:56]([O:60][C:61]([NH:63][C:64]1[CH2:65][C:66]([C:86](=[O:102])[N:87]([CH2:91][CH2:92][CH2:93][O:94][Si:95]([C:98]([CH3:99])([CH3:101])[CH3:100])([CH3:96])[CH3:97])[CH2:88][CH2:89][CH3:90])=[CH:67][C:68]2[CH:74]=[CH:73][C:72]([C:75]3[CH:85]=[CH:84][C:78]([C:79]([O:81][CH2:82][CH3:83])=[O:80])=[CH:77][CH:76]=3)=[CH:71][C:69]=2[N:70]=1)=[O:62])([CH3:57])([CH3:58])[CH3:59] |f:3.4.5,^1:125,127,146,165|. Procedure details: Isobutyl 3-(4-((1E,4E)-2-amino-4-((3-hydroxypropyl)(propyl)carbamoyl)-3H-benzo[b]azepin-8-yl)phenyl)propanoate (31%) was prepared as follows, substituting isobutyl 3-(4-(4,4,5,5-tetramethyl-1,3,2-dioxaborolan-2-yl)phenyl)propanoate for 4-(ethoxycarbonyl)phenylboronic acid. Ethyl 4-((1E,4E)-2-(tert-butoxycarbonylamino)-4-((3-(tert-butyldimethylsilyloxy)propyl)(propyl)carbamoyl)-3H-benzo[b]azepin-8-yl)benzoate (44%) was prepared as follows, substituting tert-butyl (1E,4E)-8-bromo-4-((3-(tert-butyl...